From a dataset of the Open Reaction Database (ORD), a public repository of structured organic reaction records. describe an organic reaction: reactants, conditions, products, and yield The reactants are O (water), C(C)(C)(C)C1=CC=C(C=C1)CCO (2-(4-tert-butylphenyl) ethanol), ClC1=NC(NC2=CC=CC=C12)=O (4-chloro-2-quinazolone), [H-].[Na+] (sodium hydride). Run in O1CCCC1 (tetrahydrofuran). Product: C(C)(C)(C)C1=CC=C(C=C1)CCOC1=NC(NC2=CC=CC=C12)=O (4-(2-(4-tert-butylphenyl)-ethoxy)-2-quinazolone). Reaction SMILES: [C:1]([C:5]1[CH:10]=[CH:9][C:8]([CH2:11][CH2:12][OH:13])=[CH:7][CH:6]=1)([CH3:4])([CH3:3])[CH3:2].[H-].[Na+].Cl[C:17]1[C:26]2[C:21](=[CH:22][CH:23]=[CH:24][CH:25]=2)[NH:20][C:19](=[O:27])[N:18]=1.O>O1CCCC1>[C:1]([C:5]1[CH:6]=[CH:7][C:8]([CH2:11][CH2:12][O:13][C:17]2[C:26]3[C:21](=[CH:22][CH:23]=[CH:24][CH:25]=3)[NH:20][C:19](=[O:27])[N:18]=2)=[CH:9][CH:10]=1)([CH3:4])([CH3:2])[CH3:3] |f:1.2|. Reported procedure: 2-(4-tert-butylphenyl) ethanol (0.3 g, 1.68 mmol) is dissolved in dry tetrahydrofuran (7 ml) and to it is added sodium hydride (48.5 mg, 2.02 mmol). The resulting solution is stirred at room temperature for 30 minutes after which 4-chloro-2-quinazolone (0.302 g, 1.68 mmol) is added to the above solution. The solution is then stirred for 6 hours after which water is added to the mixture. The solution is then extracted in dichloromethane. The organic layer is washed, dried and then concentrated to... Starting materials: C(C1=CC=CC=C1)OC1=CC(=CC=C1)CBr (1-Benzyloxy-3-bromomethyl-benzene), P(OCC)(OCC)OCC (triethyl phosphite). Conditions: temperature 150 celsius. The product is C(C)OP(OCC)(=O)CC1=CC(=CC=C1)OCC1=CC=CC=C1 ((3-Benzyloxy-benzyl)-phosphonic acid diethyl ester). As a reaction SMILES: [CH2:1]([O:8][C:9]1[CH:14]=[CH:13][CH:12]=[C:11]([CH2:15]Br)[CH:10]=1)[C:2]1[CH:7]=[CH:6][CH:5]=[CH:4][CH:3]=1.[P:17]([O:24]CC)([O:21][CH2:22][CH3:23])[O:18][CH2:19][CH3:20]>>[CH2:19]([O:18][P:17]([CH2:15][C:11]1[CH:12]=[CH:13][CH:14]=[C:9]([O:8][CH2:1][C:2]2[CH:7]=[CH:6][CH:5]=[CH:4][CH:3]=2)[CH:10]=1)(=[O:24])[O:21][CH2:22][CH3:23])[CH3:20]. Procedure: 1-Benzyloxy-3-bromomethyl-benzene (4.95 g, 17.9 mmol) was treated with triethyl phosphite (3.2 mL, 18.7 mmol) and heated to 150° C. After 3 hours the reaction was cooled to room temperature and concentrated to give the title compound which was used without further purification (5.9 g).